Dataset: the Open Reaction Database (ORD), a public repository of structured organic reaction records. Task: describe an organic reaction: reactants, conditions, products, and yield The reactants are CS(=O)(=O)Cl (methanesulfonyl chloride), CS(=O)(=O)Cl (methanesulfonyl chloride), CC(C)(C)[O-].[K+] (potassium 2-methyl-2-propanolate), OCC(CC1=C(C=CC=C1OCOC)O)C (2-(3-hydroxy-2-methylpropyl)-3-{[(methyloxy)methyl]oxy}phenol), OCC(CC1=C(C=CC=C1OCOC)O)C (2-(3-hydroxy-2-methylpropyl)-3-{[(methyloxy)methyl]oxy}phenol), TEA, CC(C)(C)[O-].[K+] (potassium 2-methyl-2-propanolate). Solvent: O1CCCC1 (tetrahydrofuran). Run at temperature 0 celsius, time 45 minute. Product: CC1COC2=CC=CC(=C2C1)OCOC (3-methyl-5-{[(methyloxy)methyl]oxy}-3,4-dihydro-2H-chromene). RXN SMILES: O[CH2:2][CH:3]([CH3:16])[CH2:4][C:5]1[C:10]([O:11][CH2:12][O:13][CH3:14])=[CH:9][CH:8]=[CH:7][C:6]=1[OH:15].CS(Cl)(=O)=O.CC([O-])(C)C.[K+]>O1CCCC1>[CH3:2][CH:3]1[CH2:4][C:5]2[C:6](=[CH:7][CH:8]=[CH:9][C:10]=2[O:11][CH2:12][O:13][CH3:14])[O:15][CH2:16]1 |f:2.3|. Procedure: In a 50 ml round-bottomed flask under argon, 2-(3-hydroxy-2-methylpropyl)-3-{[(methyloxy)methyl]oxy}phenol (Intermediate 115, 377.9 mg) was dissolved in tetrahydrofuran (5 ml) to give a colourless solution. TEA (0.409 ml, 2.93 mmol) was added and the reaction mixture was cooled at 0° C. At that temperature methanesulfonyl chloride (0.124 ml, 1.591 mmol) was added. The reaction mixture was stirred at 0° C. After 45 minutes, additional methanesulfonyl chloride (0.124 ml, 1.591 mmol) was added. Aft...